The task is: describe an organic reaction: reactants, conditions, products, and yield. This data is from the Open Reaction Database (ORD), a public repository of structured organic reaction records. The reactants are C1(=CC=C(C=C1)S(=O)(=O)Cl)C (para-toluenesulfonyl chloride), COC1=CC=C(C=C1)C1=CC(N(N=C1C1=CC=C(C=C1)OC)CCO)=O (5,6-bis(4-methoxyphenyl)-2-(2-hydroxyethyl)-2H-pyridazin-3-one), CN1CCNCC1 (N-methylpiperazine), [K+].[Br-] (KBr), ice water. Solvent: O (water), N1=CC=CC=C1 (pyridine), N1=CC=CC=C1 (pyridine). Run at time 2 hour. Yields the product COC1=CC=C(C=C1)C1=CC(N(N=C1C1=CC=C(C=C1)OC)CCN1CCN(CC1)C)=O (5,6-bis(4-methoxyphenyl)-2-[2-(4-methylpiperazino)ethyl]-2H-pyridazin-3-one). As a reaction SMILES: C1(C)C=CC(S(Cl)(=O)=O)=CC=1.[CH3:12][O:13][C:14]1[CH:19]=[CH:18][C:17]([C:20]2[C:25]([C:26]3[CH:31]=[CH:30][C:29]([O:32][CH3:33])=[CH:28][CH:27]=3)=[N:24][N:23]([CH2:34][CH2:35]O)[C:22](=[O:37])[CH:21]=2)=[CH:16][CH:15]=1.[CH3:38][N:39]1[CH2:44][CH2:43][NH:42][CH2:41][CH2:40]1.[K+].[Br-]>N1C=CC=CC=1.O>[CH3:12][O:13][C:14]1[CH:15]=[CH:16][C:17]([C:20]2[C:25]([C:26]3[CH:27]=[CH:28][C:29]([O:32][CH3:33])=[CH:30][CH:31]=3)=[N:24][N:23]([CH2:34][CH2:35][N:42]3[CH2:43][CH2:44][N:39]([CH3:38])[CH2:40][CH2:41]3)[C:22](=[O:37])[CH:21]=2)=[CH:18][CH:19]=1 |f:3.4|. Procedure: To a solution of para-toluenesulfonyl chloride (357 mg, 4 eq) in pyridine (0.5 ml), a solution of 5,6-bis(4-methoxyphenyl)-2-(2-hydroxyethyl)-2H-pyridazin-3-one (165 mg, 0.47 mmol) in pyridine (1.0 ml) was added, followed by stirring at room temperature for 2 hours. The reaction mixture was poured into ice water, followed by extraction with ethyl acetate. The organic layer was washed successively with water and a brine, and was then dried over anhydrous sodium sulfate. The solvent was distilled ... Reactants: NC=1C(=C(C(=O)OC)C=CC1Cl)NCCCO (methyl 3-amino-4-chloro-2-[(3-hydroxypropyl)amino]benzoate), N(=C=S)C=1C=CC(=NC1C)N(C)C (5-isothiocyanato-N,N,6-trimethylpyridin-2-amine). Solvent: O1CCCC1 (tetrahydrofuran). Reaction conditions: temperature 65 celsius, time 3 day. Product: ClC1=C(C(=C(C(=O)OC)C=C1)NCCCO)NC(NC=1C(=NC(=CC1)N(C)C)C)=S (methyl 4-chloro-3-({[6-(dimethylamino)-2-methylpyridin-3-yl]carbamothioyl}amino)-2-[(3-hydroxypropyl)amino]benzoate). RXN SMILES: [NH2:1][C:2]1[C:3]([NH:13][CH2:14][CH2:15][CH2:16][OH:17])=[C:4]([CH:9]=[CH:10][C:11]=1[Cl:12])[C:5]([O:7][CH3:8])=[O:6].[N:18]([C:21]1[CH:22]=[CH:23][C:24]([N:28]([CH3:30])[CH3:29])=[N:25][C:26]=1[CH3:27])=[C:19]=[S:20]>O1CCCC1>[Cl:12][C:11]1[CH:10]=[CH:9][C:4]([C:5]([O:7][CH3:8])=[O:6])=[C:3]([NH:13][CH2:14][CH2:15][CH2:16][OH:17])[C:2]=1[NH:1][C:19](=[S:20])[NH:18][C:21]1[C:26]([CH3:27])=[N:25][C:24]([N:28]([CH3:29])[CH3:30])=[CH:23][CH:22]=1. Reported procedure: A mixture of methyl 3-amino-4-chloro-2-[(3-hydroxypropyl)amino]benzoate (1.13 g, 4.38 mmol) and 5-isothiocyanato-N,N,6-trimethylpyridin-2-amine (1.27 g, 6.57 mmol) in tetrahydrofuran (15 mL) was stirred at 65° C. for 3 days. The mixture was concentrated in vacuo, and the residue was washed with ethyl acetate/diisopropyl ether to give methyl 4-chloro-3-({[6-(dimethylamino)-2-methylpyridin-3-yl]carbamothioyl}amino)-2-[(3-hydroxypropyl)amino]benzoate as a brown amorphous (1.09 g). As a reaction SMILES: [N+:1]([C:4]1[CH:5]=[C:6]([CH:9]=[CH:10][CH:11]=1)[CH2:7][NH2:8])([O-:3])=[O:2].[CH3:12][O:13][C:14](=[O:35])[C:15]1[CH:20]=[CH:19][C:18]([C:21]2[N:22]=[C:23](Cl)[C:24]3[C:29]4[CH2:30][CH2:31][CH2:32][CH2:33][C:28]=4[S:27][C:25]=3[N:26]=2)=[CH:17][CH:16]=1>>[CH3:12][O:13][C:14](=[O:35])[C:15]1[CH:16]=[CH:17][C:18]([C:21]2[N:22]=[C:23]([NH:8][CH2:7][C:6]3[CH:9]=[CH:10][CH:11]=[C:4]([N+:1]([O-:3])=[O:2])[CH:5]=3)[C:24]3[C:29]4[CH2:30][CH2:31][CH2:32][CH2:33][C:28]=4[S:27][C:25]=3[N:26]=2)=[CH:19][CH:20]=1. The reactants are [N+](=O)([O-])C=1C=C(CN)C=CC1 (3-nitrobenzylamine), COC(C1=CC=C(C=C1)C=1N=C(C2=C(N1)SC1=C2CCCC1)Cl)=O (4-(4-chloro-5,6,7,8,-tetrahydro-[1]-benzothieno-[2,3-d]-pyrimidin-2-yl)-benzoic acid methylester). Reported procedure: The reaction procedure as above wherein 3-nitrobenzylamine is reacted with 4-(4-chloro-5,6,7,8,-tetrahydro-[1]-benzothieno-[2,3-d]-pyrimidin-2-yl)-benzoic acid methylester yields 4-[4-(3-nitrobenzylamino)-5,6,7,8-tetrahydro-[1]-benzothieno-[2,3-d]-pyrimidin-2-yl]-benzoic acid methylester. Product: COC(C1=CC=C(C=C1)C=1N=C(C2=C(N1)SC1=C2CCCC1)NCC1=CC(=CC=C1)[N+](=O)[O-])=O (4-[4-(3-nitrobenzylamino)-5,6,7,8-tetrahydro-[1]-benzothieno-[2,3-d]-pyrimidin-2-yl]-benzoic acid methylester). Starting materials: CCOCC, COC(=O)C1(NC(c2ccccc2)(c2ccccc2)c2ccccc2)CC(C)=CC=N1, CC(C)C[AlH]CC(C)C, Cc1ccccc1, CC(C)=O, CC(=O)O, N, Cc1ccccc1. Yields the product CC1=CC=NC(C=O)(NC(c2ccccc2)(c2ccccc2)c2ccccc2)C1. RXN SMILES: [CH2:41]([O:42][CH2:43][CH3:44])[CH3:45].[CH3:1][O:2][C:3]([C:4]1([NH:11][C:12]([c:13]2[cH:14][cH:15][cH:16][cH:17][cH:18]2)([c:19]2[cH:20][cH:21][cH:22][cH:23][cH:24]2)[c:25]2[cH:26][cH:27][cH:28][cH:29][cH:30]2)[CH2:5][C:6]([CH3:10])=[CH:7][CH:8]=[N:9]1)=[O:31].[CH3:32][CH:33]([CH2:34][AlH:35][CH2:36][CH:37]([CH3:38])[CH3:39])[CH3:40].[CH3:47][c:48]1[cH:49][cH:50][cH:51][cH:52][cH:53]1.[CH3:54][C:55]([CH3:56])=[O:57].[CH3:65][C:66](=[O:67])[OH:68].[NH3:46].[c:58]1([CH3:59])[cH:60][cH:61][cH:62][cH:63][cH:64]1>>[O:2]=[CH:3][C:4]1([NH:11][C:12]([c:13]2[cH:14][cH:15][cH:16][cH:17][cH:18]2)([c:19]2[cH:20][cH:21][cH:22][cH:23][cH:24]2)[c:25]2[cH:26][cH:27][cH:28][cH:29][cH:30]2)[CH2:5][C:6]([CH3:10])=[CH:7][CH:8]=[N:9]1.